From a dataset of the Open Reaction Database (ORD), a public repository of structured organic reaction records. describe an organic reaction: reactants, conditions, products, and yield The reactants are CCOC(=O)CCCOc1cc(C)ccc1C12CC3CC(CC(C3)C1)C2, CCO, [Na+], [OH-]. Product: Cc1ccc(C23CC4CC(CC(C4)C2)C3)c(OCCCC(=O)O)c1. Reaction SMILES: [CH2:1]([CH3:2])[O:3][C:4]([CH2:5][CH2:6][CH2:7][O:8][c:9]1[c:10]([C:16]23[CH2:17][CH:18]4[CH2:19][CH:20]([CH2:21][CH:22]([CH2:23]2)[CH2:24]4)[CH2:25]3)[cH:11][cH:12][c:13]([CH3:15])[cH:14]1)=[O:26].[CH3:27][CH2:28][OH:29].[Na+:31].[OH-:30]>>[O:3]=[C:4]([CH2:5][CH2:6][CH2:7][O:8][c:9]1[c:10]([C:16]23[CH2:17][CH:18]4[CH2:19][CH:20]([CH2:21][CH:22]([CH2:23]2)[CH2:24]4)[CH2:25]3)[cH:11][cH:12][c:13]([CH3:15])[cH:14]1)[OH:26]. Reactants: COC1OC(C=C1C1=CC=CC=C1)OC (2,5-dihydro-2,5-dimethoxy-3-phenylfuran). As a reaction SMILES: [CH3:1][O:2][CH:3]1[C:7]([C:8]2[CH:13]=[CH:12][CH:11]=[CH:10][CH:9]=2)=[CH:6][CH:5]([O:14][CH3:15])[O:4]1>CCOC(C)=O.[Rh]>[CH3:1][O:2][CH:3]1[CH:7]([C:8]2[CH:13]=[CH:12][CH:11]=[CH:10][CH:9]=2)[CH2:6][CH:5]([O:14][CH3:15])[O:4]1. The reagents and catalysts are [Rh] (Rh/Al2O3). Yield: 97.9%. Reported procedure: A mixture of 2,5-dihydro-2,5-dimethoxy-3-phenylfuran (590 mg, 2.86 mmol) and 10% Rh/Al2O3 (110 mg) in EtOAc (10 mL) was stirred under H2 atmosphere for 24 hours. The catalyst was filtered onto Celite and rinsed with EtOAc. The filtrate was concentrated in vacuo to afford 583 mg (98%) of 2,5-dimethoxy-3-phenyl-tetrahydrofuran as a colorless oil which was typically used without further purification. Run in CCOC(=O)C (EtOAc). The product is COC1OC(CC1C1=CC=CC=C1)OC (2,5-dimethoxy-3-phenyl-tetrahydrofuran). Run at time 24 hour. Reactants: Cl.C(C)(=O)OCCN(C(C)=O)CCN1N=C2C=3C(=C(C=CC13)N)SC1=C2C=CC=C1 (N-[2-(acetyloxy)ethyl]-N-[2-(5-amino-2H[1]benzothiopyrano[4,3,2-cd]indazol-2-yl)ethyl]acetamide, hydrochloride salt), ClCCN1C(OCC1)=O (3-(β-chloroethyl)-2-oxazolidinone). The solvent is C(Cl)Cl.CO (CH2Cl2 MeOH). Run at temperature 150 celsius, time 2 hour. The product is Cl.OCCNCCNC1=C2C=3C(=NN(C3C=C1)CCNCCO)C1=C(S2)C=CC=C1 (2-[[2-[5-[[2-[(2-Hydroxyethyl)amino]ethyl]amino]-2H[1]benzothiopyrano[4,3,2-cd]indazol-2-yl]ethyl]amino]ethanol, hydrochloride salt). The yield is 111.1%. As a reaction SMILES: Cl.C([O:5][CH2:6][CH2:7][N:8]([CH2:12][CH2:13][N:14]1[C:22]2[CH:21]=[CH:20][C:19]([NH2:23])=[C:18]3[S:24][C:25]4[CH:30]=[CH:29][CH:28]=[CH:27][C:26]=4[C:16]([C:17]=23)=[N:15]1)C(=O)C)(=O)C.[Cl:31][CH2:32][CH2:33][N:34]1[CH2:38][CH2:37][O:36]C1=O>C(Cl)Cl.CO>[ClH:31].[OH:36][CH2:37][CH2:38][NH:34][CH2:33][CH2:32][NH:23][C:19]1[CH:20]=[CH:21][C:22]2[N:14]([CH2:13][CH2:12][NH:8][CH2:7][CH2:6][OH:5])[N:15]=[C:16]3[C:26]4[CH:27]=[CH:28][CH:29]=[CH:30][C:25]=4[S:24][C:18]=1[C:17]=23 |f:0.1,3.4,5.6|. Procedure: A mixture of 5.1 g (0.012 mol) of N-[2-(acetyloxy)ethyl]-N-[2-(5-amino-2H[1]benzothiopyrano[4,3,2-cd]indazol-2-yl)ethyl]acetamide, hydrochloride salt and 11.6 g (0.077 mol) of 3-(β-chloroethyl)-2-oxazolidinone was stirred at 150° C. for 2 hours, dissolved in 20 ml of a CH2Cl2 /MeOH (20/1) mixture, and flash chromatographed over silica gel, eluting with a CH2Cl2 /MeOH (20/1) mixture. The appropriate fractions were combined and concentrated to dryness in vacuo. The residue was treated with 20 ml o... The reactants are C1CCOC1, CO, CCOC(=O)C(CC(C)C)c1cc(SC)c(OCC2CC2)c(-c2ccc(C(F)(F)F)cc2)c1, [Li+], [OH-], O, O. The product is CSc1cc(C(CC(C)C)C(=O)O)cc(-c2ccc(C(F)(F)F)cc2)c1OCC1CC1. Reaction SMILES: [CH2:40]1[O:41][CH2:42][CH2:43][CH2:44]1.[CH3:34][OH:35].[CH:1]1([CH2:4][O:5][c:6]2[c:7]([S:32][CH3:33])[cH:8][c:9]([CH:22]([C:23](=[O:24])[O:25][CH2:26][CH3:27])[CH2:28][CH:29]([CH3:30])[CH3:31])[cH:10][c:11]2-[c:12]2[cH:13][cH:14][c:15]([C:18]([F:19])([F:20])[F:21])[cH:16][cH:17]2)[CH2:2][CH2:3]1.[Li+:38].[OH-:37].[OH2:36].[OH2:39]>>[CH:1]1([CH2:4][O:5][c:6]2[c:7]([S:32][CH3:33])[cH:8][c:9]([CH:22]([C:23](=[O:24])[OH:25])[CH2:28][CH:29]([CH3:30])[CH3:31])[cH:10][c:11]2-[c:12]2[cH:13][cH:14][c:15]([C:18]([F:19])([F:20])[F:21])[cH:16][cH:17]2)[CH2:2][CH2:3]1. Reactants: CN(C)C(=O)Cl, CN(C)C=O, [H-], [H][H], [Na+], O, Oc1cccc2nscc12. The product is CN(C)C(=O)Oc1cccc2nscc12. RXN SMILES: [CH3:15][N:16]([C:17](=[O:18])[Cl:19])[CH3:20].[CH3:22][N:23]([CH3:24])[CH:25]=[O:26].[H-:11].[H:13][H:14].[Na+:12].[OH2:21].[OH:1][c:2]1[cH:3][cH:4][cH:5][c:6]2[c:7]1[cH:8][s:9][n:10]2>>[O:1]([c:2]1[cH:3][cH:4][cH:5][c:6]2[c:7]1[cH:8][s:9][n:10]2)[C:17]([N:16]([CH3:15])[CH3:20])=[O:18]. Reactants: CCCN1CC(NC(=O)N(CC)CC)CC2c3cccc4[nH]cc(c34)CC21, CCCI, CCCC[N+](CCCC)(CCCC)CCCC, [K+], C1CCOC1, [OH-], O, O=S(=O)([O-])O. The product is CCCN1CC(NC(=O)N(CC)CC)CC2c3cccc4c3c(cn4CCC)CC21. RXN SMILES: [CH2:1]([CH3:2])[N:3]([C:4](=[O:5])[NH:6][CH:7]1[CH2:8][N:9]([CH2:23][CH2:24][CH3:25])[CH:10]2[CH2:11][c:12]3[cH:13][nH:14][c:15]4[cH:16][cH:17][cH:18][c:19]([c:22]34)[CH:20]2[CH2:21]1)[CH2:26][CH3:27].[CH2:30]([CH2:31][CH3:32])[I:33].[CH2:40]([N+:41]([CH2:42][CH2:43][CH2:44][CH3:45])([CH2:46][CH2:47][CH2:48][CH3:49])[CH2:50][CH2:51][CH2:52][CH3:53])[CH2:54][CH2:55][CH3:56].[K+:29].[O:57]1[CH2:58][CH2:59][CH2:60][CH2:61]1.[OH-:28].[OH2:34].[S:35]([O-:36])([OH:37])(=[O:38])=[O:39]>>[CH2:1]([CH3:2])[N:3]([C:4](=[O:5])[NH:6][CH:7]1[CH2:8][N:9]([CH2:23][CH2:24][CH3:25])[CH:10]2[CH2:11][c:12]3[cH:13][n:14]([CH2:30][CH2:31][CH3:32])[c:15]4[cH:16][cH:17][cH:18][c:19]([c:22]34)[CH:20]2[CH2:21]1)[CH2:26][CH3:27].